Dataset: the Open Reaction Database (ORD), a public repository of structured organic reaction records. Task: describe an organic reaction: reactants, conditions, products, and yield The reactants are Cc1c(C(=O)O)ccc2c1C1(CCS2(=O)=O)OCCO1, CC(C)=O, Cl, O. Product: Cc1c(C(=O)O)ccc2c1C(=O)CCS2(=O)=O. As a reaction SMILES: [C:1](=[O:2])([OH:3])[c:4]1[c:5]([CH3:20])[c:6]2[c:11]([cH:12][cH:13]1)[S:10](=[O:14])(=[O:15])[CH2:9][CH2:8][C:7]21[O:16][CH2:19][CH2:18][O:17]1.[CH3:22][C:23](=[O:24])[CH3:25].[ClH:21].[OH2:26]>>[C:1](=[O:2])([OH:3])[c:4]1[c:5]([CH3:20])[c:6]2[c:11]([cH:12][cH:13]1)[S:10](=[O:14])(=[O:15])[CH2:9][CH2:8][C:7]2=[O:16]. The reactants are CCCCCCCCCCCCCCCCCC(=O)Cl, CCCCCCCCCCCCCCCCCCNC1OC(CO)C(O)C(O)C1O. The product is CCCCCCCCCCCCCCCCCCN(C(=O)CCCCCCCCCCCCCCCCC)C1OC(CO)C(O)C(O)C1O. RXN SMILES: [C:31]([CH2:32][CH2:33][CH2:34][CH2:35][CH2:36][CH2:37][CH2:38][CH2:39][CH2:40][CH2:41][CH2:42][CH2:43][CH2:44][CH2:45][CH2:46][CH2:47][CH3:48])(=[O:49])[Cl:50].[CH2:1]([CH2:2][CH2:3][CH2:4][CH2:5][CH2:6][CH2:7][CH2:8][CH2:9][CH2:10][CH2:11][CH2:12][CH2:13][CH2:14][CH2:15][CH2:16][CH2:17][CH3:18])[NH:19][CH:20]1[CH:21]([OH:22])[CH:23]([OH:24])[CH:25]([OH:26])[CH:27]([CH2:29][OH:30])[O:28]1>>[CH2:1]([CH2:2][CH2:3][CH2:4][CH2:5][CH2:6][CH2:7][CH2:8][CH2:9][CH2:10][CH2:11][CH2:12][CH2:13][CH2:14][CH2:15][CH2:16][CH2:17][CH3:18])[N:19]([CH:20]1[CH:21]([OH:22])[CH:23]([OH:24])[CH:25]([OH:26])[CH:27]([CH2:29][OH:30])[O:28]1)[C:31]([CH2:32][CH2:33][CH2:34][CH2:35][CH2:36][CH2:37][CH2:38][CH2:39][CH2:40][CH2:41][CH2:42][CH2:43][CH2:44][CH2:45][CH2:46][CH2:47][CH3:48])=[O:49].